The task is: describe an organic reaction: reactants, conditions, products, and yield. This data is from the Open Reaction Database (ORD), a public repository of structured organic reaction records. The reactants are CC1NC2=CC(=CC=C2CC1)C (2,7-dimethyl-1,2,3,4-tetrahydroquinoline), C([O-])([O-])=O.[K+].[K+] (potassium carbonate), ICC (iodoethane). Solvent: O (Water). Yields the product CC1N(C2=CC(=CC=C2CC1)C)CC (2,7-Dimethyl-N-Ethyl-1,2,3,4-Tetrahydroquinoline). Isolated yield 77.6%. As a reaction SMILES: [CH3:1][CH:2]1[CH2:11][CH2:10][C:9]2[C:4](=[CH:5][C:6]([CH3:12])=[CH:7][CH:8]=2)[NH:3]1.C(=O)([O-])[O-].[K+].[K+].I[CH2:20][CH3:21]>O>[CH3:1][CH:2]1[CH2:11][CH2:10][C:9]2[C:4](=[CH:5][C:6]([CH3:12])=[CH:7][CH:8]=2)[N:3]1[CH2:20][CH3:21] |f:1.2.3|. Procedure details: A mixture of 2,7-dimethyl-1,2,3,4-tetrahydroquinoline (48.3 g. 0.3 m), potassium carbonate (41.4 g, 0.3 m), and iodoethane (100 g) was heated at reflux for 4 hrs. Water (200 ml) was added and then the organic layer was extracted using chloroform (100 ml). The organic layer was separated and dried over sodium sulfate. Chloroform and excess iodoethane were distilled off to leave essentially pure product (44 g), which was used without further purification. Reactants: NC1=CC(=NN1C1=CC=C(C=C1)F)C (5-Amino-1-(4-fluorophenyl)-3-methylpyrazole), C(C)(=O)N1C=NC(C1)=O (1-acetyl-2-imidazolinone). The product is C(C)(=O)N1C(=NCC1)NC1=CC(=NN1C1=CC=C(C=C1)F)C (1-Acetyl-2[1-(4-fluorophenyl)-3-methyl-5-pyrazolyl] amino-2-imidazoline). Reaction SMILES: [NH2:1][C:2]1[N:6]([C:7]2[CH:12]=[CH:11][C:10]([F:13])=[CH:9][CH:8]=2)[N:5]=[C:4]([CH3:14])[CH:3]=1.[C:15]([N:18]1[CH2:22][C:21](=O)[N:20]=[CH:19]1)(=[O:17])[CH3:16]>>[C:15]([N:18]1[CH2:22][CH2:21][N:20]=[C:19]1[NH:1][C:2]1[N:6]([C:7]2[CH:12]=[CH:11][C:10]([F:13])=[CH:9][CH:8]=2)[N:5]=[C:4]([CH3:14])[CH:3]=1)(=[O:17])[CH3:16]. Procedure: 5-Amino-1-(4-fluorophenyl)-3-methylpyrazole (25 g.) and 1-acetyl-2-imidazolinone (20.2 g.) were reacted as described in Example I to give 21.97 g. product, mp 189°-191° Reactants: C#C[Si](C)(C)C, CCN(C(C)C)C(C)C, I[Cu]I, CC(C)(O)CON=Cc1cc(C(=O)NOCCO)c(Nc2ccc(I)cc2F)c(F)c1F, C1CCOC1, Cl[Pd]Cl, c1ccc(P(c2ccccc2)c2ccccc2)cc1, c1ccc(P(c2ccccc2)c2ccccc2)cc1. The product is CC(C)(O)CON=Cc1cc(C(=O)NOCCO)c(Nc2ccc(C#C[Si](C)(C)C)cc2F)c(F)c1F. As a reaction SMILES: [CH3:42][Si:43]([CH3:44])([CH3:45])[C:46]#[CH:47].[CH:33]([N:34]([CH2:35][CH3:36])[CH:37]([CH3:38])[CH3:39])([CH3:40])[CH3:41].[Cu:94]([I:95])[I:96].[F:1][c:2]1[c:3]([NH:24][c:25]2[c:26]([F:32])[cH:27][c:28]([I:31])[cH:29][cH:30]2)[c:4]([C:5](=[O:6])[NH:7][O:8][CH2:9][CH2:10][OH:11])[cH:12][c:13]([CH:16]=[N:17][O:18][CH2:19][C:20]([CH3:21])([CH3:22])[OH:23])[c:14]1[F:15].[O:48]1[CH2:49][CH2:50][CH2:51][CH2:52]1.[Pd:53]([Cl:54])[Cl:55].[c:56]1([P:57]([c:58]2[cH:59][cH:60][cH:61][cH:62][cH:63]2)[c:64]2[cH:65][cH:66][cH:67][cH:68][cH:69]2)[cH:70][cH:71][cH:72][cH:73][cH:74]1.[c:75]1([P:76]([c:77]2[cH:78][cH:79][cH:80][cH:81][cH:82]2)[c:83]2[cH:84][cH:85][cH:86][cH:87][cH:88]2)[cH:89][cH:90][cH:91][cH:92][cH:93]1>>[F:1][c:2]1[c:3]([NH:24][c:25]2[c:26]([F:32])[cH:27][c:28]([C:47]#[C:46][Si:43]([CH3:42])([CH3:44])[CH3:45])[cH:29][cH:30]2)[c:4]([C:5](=[O:6])[NH:7][O:8][CH2:9][CH2:10][OH:11])[cH:12][c:13]([CH:16]=[N:17][O:18][CH2:19][C:20]([CH3:21])([CH3:22])[OH:23])[c:14]1[F:15]. Starting materials: C, CO, COC(=O)C1CC2C=CC1(OC)CC2, [Pd]. Product: COC(=O)C1CC2CCC1(OC)CC2. As a reaction SMILES: [C:15].[CH3:17][OH:18].[CH3:1][O:2][C:3](=[O:4])[CH:5]1[C:6]2([O:13][CH3:14])[CH:7]=[CH:8][CH:9]([CH2:10]1)[CH2:11][CH2:12]2.[Pd:16]>>[CH3:1][O:2][C:3](=[O:4])[CH:5]1[C:6]2([O:13][CH3:14])[CH2:7][CH2:8][CH:9]([CH2:10]1)[CH2:11][CH2:12]2. Reactants: OC(CC)(C=1SC=CN1)C1=CC=CC(=N1)CO[Si](C)(C)C(C)(C)C (6-[1-Hydroxy-1-(thiazol-2-yl)propyl](O-tert-butyldimethylsilyl)pyridin-2-methanol), CI (MeI). Solvent: C1CCOC1 (THF). Reaction conditions: temperature 0 celsius, time 10 minute. Product: COC(CC)(C=1SC=CN1)C1=CC=CC(=N1)CO[Si](C)(C)C(C)(C)C (6-(1-Methoxy-1-(thiazol-2-yl)propyl)(O-tert-butyldimethylsilyl)pyridin-2-methanol). Isolated yield 156.1%. RXN SMILES: [OH:1][C:2]([C:10]1[N:15]=[C:14]([CH2:16][O:17][Si:18]([C:21]([CH3:24])([CH3:23])[CH3:22])([CH3:20])[CH3:19])[CH:13]=[CH:12][CH:11]=1)([C:5]1[S:6][CH:7]=[CH:8][N:9]=1)[CH2:3][CH3:4].[CH3:25]I>C1COCC1>[CH3:25][O:1][C:2]([C:10]1[N:15]=[C:14]([CH2:16][O:17][Si:18]([C:21]([CH3:23])([CH3:22])[CH3:24])([CH3:19])[CH3:20])[CH:13]=[CH:12][CH:11]=1)([C:5]1[S:6][CH:7]=[CH:8][N:9]=1)[CH2:3][CH3:4]. Procedure details: To a solution of alcohol from Step 1 (740 mg, 2.03 mmol) in 20 mL THF at 0° C. was added KH (466 mg, 4.06 mmol, 35% in oil). After 10 min. MeI (1.44 g, 10.1 mmol) was added dropwise. The solution was stirred for 30 min. at 0° C., then poured into an aqueous saturated NH4C1. The aqueous layer was extracted with EtOAc (3×25 mL) and the combined organic layers were washed with brine and dried over anhydrous MgSO4. Evaporation of the solvent and flash chromatography on silica gel (hexane:EtOAc=9:1) ...